This data is from the Open Reaction Database (ORD), a public repository of structured organic reaction records. The task is: describe an organic reaction: reactants, conditions, products, and yield Reactants: COC([C@H](CC1=CC=C(C=C1)C1=CC=C(C=C1)C#N)NC(=O)C1N(CC=2C=C3C(=CC2C1)OC[C@@H](O3)C3=CC=C(C=C3)OCC3=CC(=C(C=C3)Cl)Cl)S(=O)(=O)C3=C(N=C(S3)N)C)=O ((S)-2-({(S)-7-(2-amino-4-methyl-thiazole-5-sulfonyl)-3-[4-(3,4-dichloro-benzyloxy)-phenyl]-2,3,6,7,8,9-hexahydro-[1,4]dioxino[2,3-g]isoquinoline-8-carbonyl}-amino)-3-(4′-cyano-biphenyl-4-yl)-propionic acid methyl ester), C(C(C)C)(=O)Cl (isobutyryl chloride). Yields the product COC([C@H](CC1=CC=C(C=C1)C1=CC=C(C=C1)C#N)NC(=O)C1N(CC=2C=C3C(=CC2C1)OC[C@@H](O3)C3=CC=C(C=C3)OCC3=CC(=C(C=C3)Cl)Cl)S(=O)(=O)C3=C(N=C(S3)NC(C(C)C)=O)C)=O ((S)-3-(4′-cyano-biphenyl-4-yl)-2-({(S)-7-[2-(isobutyryl-amino)-4-methyl-thiazole-5-sulfonyl]-3-[4-(3,4-dichloro-benzyloxy)-phenyl]-2,3,6,7,8,9-hexahydro-[1,4]dioxino[2,3-g]isoquinoline-8-carbonyl}-amino)-propionic acid methyl ester). As a reaction SMILES: [CH3:1][O:2][C:3](=[O:63])[C@@H:4]([NH:20][C:21]([CH:23]1[CH2:32][C:31]2[CH:30]=[C:29]3[O:33][CH2:34][C@H:35]([C:37]4[CH:42]=[CH:41][C:40]([O:43][CH2:44][C:45]5[CH:50]=[CH:49][C:48]([Cl:51])=[C:47]([Cl:52])[CH:46]=5)=[CH:39][CH:38]=4)[O:36][C:28]3=[CH:27][C:26]=2[CH2:25][N:24]1[S:53]([C:56]1[S:60][C:59]([NH2:61])=[N:58][C:57]=1[CH3:62])(=[O:55])=[O:54])=[O:22])[CH2:5][C:6]1[CH:11]=[CH:10][C:9]([C:12]2[CH:17]=[CH:16][C:15]([C:18]#[N:19])=[CH:14][CH:13]=2)=[CH:8][CH:7]=1.[C:64](Cl)(=[O:68])[CH:65]([CH3:67])[CH3:66]>>[CH3:1][O:2][C:3](=[O:63])[C@@H:4]([NH:20][C:21]([CH:23]1[CH2:32][C:31]2[CH:30]=[C:29]3[O:33][CH2:34][C@H:35]([C:37]4[CH:38]=[CH:39][C:40]([O:43][CH2:44][C:45]5[CH:50]=[CH:49][C:48]([Cl:51])=[C:47]([Cl:52])[CH:46]=5)=[CH:41][CH:42]=4)[O:36][C:28]3=[CH:27][C:26]=2[CH2:25][N:24]1[S:53]([C:56]1[S:60][C:59]([NH:61][C:64](=[O:68])[CH:65]([CH3:67])[CH3:66])=[N:58][C:57]=1[CH3:62])(=[O:55])=[O:54])=[O:22])[CH2:5][C:6]1[CH:7]=[CH:8][C:9]([C:12]2[CH:17]=[CH:16][C:15]([C:18]#[N:19])=[CH:14][CH:13]=2)=[CH:10][CH:11]=1. Procedure: (S)-2-({(S)-7-(2-amino-4-methyl-thiazole-5-sulfonyl)-3-[4-(3,4-dichloro-benzyloxy)-phenyl]-2,3,6,7,8,9-hexahydro-[1,4]dioxino[2,3-g]isoquinoline-8-carbonyl}-amino)-3-(4′-cyano-biphenyl-4-yl)-propionic acid methyl ester (30 mg) was reacted with isobutyryl chloride according to General Procedure F to give (S)-3-(4′-cyano-biphenyl-4-yl)-2-({(S)-7-[2-(isobutyryl-amino)-4-methyl-thiazole-5-sulfonyl]-3-[4-(3,4-dichloro-benzyloxy)-phenyl]-2,3,6,7,8,9-hexahydro-[1,4]dioxino[2,3-g]isoquinoline-8-carbonyl... Starting materials: CCN=C=NCCCN(C)C (EDCI), O (water), CN1N=C(C2=CC=C(C=C12)C)C1=CN=C2C(=N1)C(=CN2)C(=O)O (2-(1,6-dimethyl-1H-indazol-3-yl)-5H-pyrrolo[3,2-b]pyrazine-7-carboxylic acid), Cl.C1(CC1)C(C)(C)N (2-cyclopropylpropan-2-amine hydrochloride). The reagents and catalysts are CN(C)C=1C=CN=CC1 (DMAP). The solvent is CN(C)C=O (DMF). Reaction conditions: time 16 hour. Product: C1(CC1)C(C)(C)NC(=O)C1=CNC=2C1=NC(=CN2)C2=NN(C1=CC(=CC=C21)C)C (N-(2-cyclopropylpropan-2-yl)-2-(1,6-dimethyl-1H-indazol-3-yl)-5H-pyrrolo[3,2-b]pyrazine-7-carboxamide). Isolated yield 24.8%. As a reaction SMILES: [CH3:1][N:2]1[C:10]2[C:5](=[CH:6][CH:7]=[C:8]([CH3:11])[CH:9]=2)[C:4]([C:12]2[N:17]=[C:16]3[C:18]([C:21]([OH:23])=O)=[CH:19][NH:20][C:15]3=[N:14][CH:13]=2)=[N:3]1.Cl.[CH:25]1([C:28]([NH2:31])([CH3:30])[CH3:29])[CH2:27][CH2:26]1.CCN=C=NCCCN(C)C.O>CN(C=O)C.CN(C1C=CN=CC=1)C>[CH:25]1([C:28]([NH:31][C:21]([C:18]2[C:16]3=[N:17][C:12]([C:4]4[C:5]5[C:10](=[CH:9][C:8]([CH3:11])=[CH:7][CH:6]=5)[N:2]([CH3:1])[N:3]=4)=[CH:13][N:14]=[C:15]3[NH:20][CH:19]=2)=[O:23])([CH3:30])[CH3:29])[CH2:27][CH2:26]1 |f:1.2|. Procedure details: To a stirred mixture of 2-(1,6-dimethyl-1H-indazol-3-yl)-5H-pyrrolo[3,2-b]pyrazine-7-carboxylic acid (80 mg, 0.26 mmol) and 2-cyclopropylpropan-2-amine hydrochloride (53 mg, 0.39 mmol) in DMF (3 mL), was added EDCI (100 mg, 0.52 mmol) followed by DMAP (63 mg, 0.52 mmol). The mixture was stirred at room temperature for 16 hours, and then poured into water (5 mL) and filtered. The crude solid was purified by preparative-HPLC (Gemini 5u C18 150×21.2 mm; inject volume: 3 mL/inj, flow rate: 20 mL/min...